The task is: describe an organic reaction: reactants, conditions, products, and yield. This data is from the Open Reaction Database (ORD), a public repository of structured organic reaction records. The reactants are Cl (hydrochloric acid), C1(=CC=CC=C1)N(C1=CC(=CC=C1)OC)C1=CC2=CC=CC=C2C=C1 (phenyl-β-naphthyl-3-methoxyphenylamine), ice water, [Cl-].[Al+3].[Cl-].[Cl-] (aluminum chloride). The solvent is C1(=CC=CC=C1)C (toluene). Yields the product C1(=CC=CC=C1)N(C1=CC(=CC=C1)O)C1=CC2=CC=CC=C2C=C1 (phenyl-β-naphthyl-3-hydroxyphenylamine). As a reaction SMILES: [C:1]1([N:7]([C:16]2[CH:25]=[CH:24][C:23]3[C:18](=[CH:19][CH:20]=[CH:21][CH:22]=3)[CH:17]=2)[C:8]2[CH:13]=[CH:12][CH:11]=[C:10]([O:14]C)[CH:9]=2)[CH:6]=[CH:5][CH:4]=[CH:3][CH:2]=1.[Cl-].[Al+3].[Cl-].[Cl-].Cl>C1(C)C=CC=CC=1>[C:1]1([N:7]([C:16]2[CH:25]=[CH:24][C:23]3[C:18](=[CH:19][CH:20]=[CH:21][CH:22]=3)[CH:17]=2)[C:8]2[CH:13]=[CH:12][CH:11]=[C:10]([OH:14])[CH:9]=2)[CH:2]=[CH:3][CH:4]=[CH:5][CH:6]=1 |f:1.2.3.4|. Reported procedure: The thus-obtained phenyl-β-naphthyl-3-methoxyphenylamine was dissolved in 250 ml of toluene, and 25 g of anhydrous aluminum chloride was added thereto. The resulting mixture was heated under reflux for 2 hours. After being allowed to cool down, the reaction liquor was poured into ice water and then rendered acidic by adding hydrochloric acid. The organic phase thus-obtained was separated and the toluene was concentrated under reduced pressure. Crystals precipitated were collected by filtration t... Starting materials: COC(=O)c1ccc(NC(=O)C(C2CCCCC2)n2c(-c3ccc(Cl)cc3)nc3cc(F)c(F)cc32)nc1, [Li+], C1COCCO1, [OH-], O, O. Product: O=C(O)c1ccc(NC(=O)C(C2CCCCC2)n2c(-c3ccc(Cl)cc3)nc3cc(F)c(F)cc32)nc1. As a reaction SMILES: [CH3:1][O:2][C:3]([c:4]1[cH:5][n:6][c:7]([NH:10][C:11]([CH:12]([CH:13]2[CH2:14][CH2:15][CH2:16][CH2:17][CH2:18]2)[n:19]2[c:20](-[c:30]3[cH:31][cH:32][c:33]([Cl:36])[cH:34][cH:35]3)[n:21][c:22]3[c:23]2[cH:24][c:25]([F:29])[c:26]([F:28])[cH:27]3)=[O:37])[cH:8][cH:9]1)=[O:38].[Li+:41].[O:43]1[CH2:44][CH2:45][O:46][CH2:47][CH2:48]1.[OH-:40].[OH2:39].[OH2:42]>>[O:2]=[C:3]([c:4]1[cH:5][n:6][c:7]([NH:10][C:11]([CH:12]([CH:13]2[CH2:14][CH2:15][CH2:16][CH2:17][CH2:18]2)[n:19]2[c:20](-[c:30]3[cH:31][cH:32][c:33]([Cl:36])[cH:34][cH:35]3)[n:21][c:22]3[c:23]2[cH:24][c:25]([F:29])[c:26]([F:28])[cH:27]3)=[O:37])[cH:8][cH:9]1)[OH:38]. The reactants are C(C1=CC=CC=C1)OC1=C(C(C=CC2=CC=C(C=C2)C)=O)C(=CC=C1)O (2′-benzyloxy-6′-hydroxy-4-methylchalcone), CN(C=O)C (N,N-dimethylformamide), C([O-])([O-])=O.[K+].[K+] (potassium carbonate), BrCC(=O)OC (methyl bromoacetate). The solvent is O (water), CC(=O)C (acetone). Conditions: time 8 hour. Product: OC1=CC=CC(=C1C(C=CC1CC=C(C=C1)C)=O)OCC(=O)OC (6′-Hydroxy-2′-methoxycarbonylmethoxy-4-methyldihydrochalcone). As a reaction SMILES: C([O:8][C:9]1[CH:25]=[CH:24][CH:23]=[C:22]([OH:26])[C:10]=1[C:11](=[O:21])[CH:12]=[CH:13][C:14]1[CH:19]=[CH:18][C:17]([CH3:20])=[CH:16][CH:15]=1)C1C=CC=CC=1.CN(C)C=O.C(=O)([O-])[O-].[K+].[K+].Br[CH2:39][C:40]([O:42][CH3:43])=[O:41]>CC(C)=O.O>[OH:8][C:9]1[C:10]([C:11](=[O:21])[CH:12]=[CH:13][CH:14]2[CH:15]=[CH:16][C:17]([CH3:20])=[CH:18][CH2:19]2)=[C:22]([O:26][CH2:39][C:40]([O:42][CH3:43])=[O:41])[CH:23]=[CH:24][CH:25]=1 |f:2.3.4|. Procedure details: To a solution of 2′-benzyloxy-6′-hydroxy-4-methylchalcone (0.69 g) in acetone (10 mL)-N,N-dimethylformamide (10 mL) were added potassium carbonate (0.41 g) and methyl bromoacetate (0.21 mL), and the mixture was stirred at room temperature overnight. The reaction mixture was poured into water, and the resulting mixture was extracted with diethyl ether. The extract was washed with water and dried over anhydrous magnesium sulfate, and the solvent was removed under reduced pressure. The residue was ... Reaction SMILES: [CH2:43]([Cl:44])[CH2:45][Cl:46].[CH:57]([N:58]([CH:59]([CH3:60])[CH3:61])[CH2:62][CH3:63])([CH3:64])[CH3:65].[Cl:18][c:19]1[cH:20][c:21]2[c:22]([c:23]3[cH:24][cH:25][nH:26][c:27]13)[CH2:28][N:29]([CH2:38][C:39]([CH3:40])([CH3:41])[CH3:42])[C:30](=[O:37])[CH:31]([CH2:33][C:34](=[O:35])[OH:36])[CH2:32]2.[Cl:1][c:2]1[cH:3][c:4]([C:11]2([OH:17])[CH2:12][CH2:13][NH:14][CH2:15][CH2:16]2)[c:5]2[c:6]([n:7]1)[nH:8][cH:9][cH:10]2.[O:66]=[CH:67][N:68]([CH3:69])[CH3:70].[OH:47][n:48]1[c:49]2[c:50]([cH:51][cH:52][cH:53][cH:54]2)[n:55][n:56]1>>[Cl:1][c:2]1[cH:3][c:4]([C:11]2([OH:17])[CH2:12][CH2:13][N:14]([C:34]([CH2:33][CH:31]3[C:30](=[O:37])[N:29]([CH2:38][C:39]([CH3:40])([CH3:41])[CH3:42])[CH2:28][c:22]4[c:21]([cH:20][c:19]([Cl:18])[c:27]5[c:23]4[cH:24][cH:25][nH:26]5)[CH2:32]3)=[O:35])[CH2:15][CH2:16]2)[c:5]2[c:6]([n:7]1)[nH:8][cH:9][cH:10]2. Reactants: ClCCCl, CCN(C(C)C)C(C)C, CC(C)(C)CN1Cc2c(cc(Cl)c3[nH]ccc23)CC(CC(=O)O)C1=O, OC1(c2cc(Cl)nc3[nH]ccc23)CCNCC1, CN(C)C=O, On1nnc2ccccc21. Yields the product CC(C)(C)CN1Cc2c(cc(Cl)c3[nH]ccc23)CC(CC(=O)N2CCC(O)(c3cc(Cl)nc4[nH]ccc34)CC2)C1=O. The reactants are N1(C=CC=C1)NC1=CC=NC=C1 (N-(1H-pyrrol-1-yl)-4-pyridinamine), C([O-])(O)=O.[Na+] (sodium bicarbonate), C(CC)(=O)Cl (propionyl chloride). The solvent is ClCCl (dichloromethane), ClCCl (dichloromethane). The product is N1=CC=C(C=C1)N(C(CC)=O)N1C=CC=C1 (N-(4-Pyridinyl)-N-(1H-pyrrol-1-yl)propanamide). As a reaction SMILES: [N:1]1([NH:6][C:7]2[CH:12]=[CH:11][N:10]=[CH:9][CH:8]=2)[CH:5]=[CH:4][CH:3]=[CH:2]1.C(=O)(O)[O-].[Na+].[C:18](Cl)(=[O:21])[CH2:19][CH3:20]>ClCCl>[N:10]1[CH:11]=[CH:12][C:7]([N:6]([N:1]2[CH:2]=[CH:3][CH:4]=[CH:5]2)[C:18](=[O:21])[CH2:19][CH3:20])=[CH:8][CH:9]=1 |f:1.2|. Procedure details: To a solution containing 2.9 g of N-(1H-pyrrol-1-yl)-4-pyridinamine and 5 g of sodium bicarbonate in 100 ml of dichloromethane was added a solution containing 1.9 g of propionyl chloride in 20 ml of dichloromethane. Product: FC1=C(C(=O)O)C(=CC(=C1)O[Si](C)(C)C(C)(C)C)F (2,6-difluoro-4-(tert-butyldimethylsilyloxy)benzoic acid). Run in C1CCOC1 (THF). Reaction conditions: time 10 minute. Procedure: tert-Butyl(chloro)dimethylsilane (6.42 g, 42.6 mmol) was added to a solution of 2,6-difluoro-4-hydroxybenzoic acid (3.09 g, 17.8 mmol) in THF (50 mL), followed by the addition of N,N-diisopropylethylamine (9.19 mL, 51.5 mmol) over 5 min. After stirring at rt for 10 min the solution was concentrated in vacuo. Purification by gradient column chromatography, eluting with 10-50% solvent A in solvent B (A=DCM, B=DCM:MeOH:AcOH 95:5:1) yielded 2,6-difluoro-4-(tert-butyldimethylsilyloxy)benzoic acid (61... RXN SMILES: [C:1]([Si:5](Cl)([CH3:7])[CH3:6])([CH3:4])([CH3:3])[CH3:2].[F:9][C:10]1[CH:18]=[C:17]([OH:19])[CH:16]=[C:15]([F:20])[C:11]=1[C:12]([OH:14])=[O:13].C(N(CC)C(C)C)(C)C>C1COCC1>[F:9][C:10]1[CH:18]=[C:17]([O:19][Si:5]([C:1]([CH3:4])([CH3:3])[CH3:2])([CH3:7])[CH3:6])[CH:16]=[C:15]([F:20])[C:11]=1[C:12]([OH:14])=[O:13]. Isolated yield 12.0%. The reactants are C(C)(C)(C)[Si](C)(C)Cl (tert-Butyl(chloro)dimethylsilane), FC1=C(C(=O)O)C(=CC(=C1)O)F (2,6-difluoro-4-hydroxybenzoic acid), C(C)(C)N(C(C)C)CC (N,N-diisopropylethylamine). The reactants are C1(=CC=CC=C1)C1(CC1)C(=O)O (1-phenyl-cyclopropanecarboxylic acid), [H][H] (hydrogen). The reagents and catalysts are O=[Pt]=O (Adams catalyst). Solvent: C(C)(=O)O (acetic acid), C(C)O (ethanol). The product is C1(CCCCC1)C1(CC1)C(=O)O (1-Cyclohexyl Cyclopropanecarboxylic Acid). Isolated yield 57.8%. RXN SMILES: [C:1]1([C:7]2([C:10]([OH:12])=[O:11])[CH2:9][CH2:8]2)[CH:6]=[CH:5][CH:4]=[CH:3][CH:2]=1.[H][H]>C(O)(=O)C.O=[Pt]=O.C(O)C>[CH:1]1([C:7]2([C:10]([OH:12])=[O:11])[CH2:9][CH2:8]2)[CH2:2][CH2:3][CH2:4][CH2:5][CH2:6]1. Procedure: To 1-phenyl-cyclopropanecarboxylic acid (0.500 g) in acetic acid (2 mL) was added Adams catalyst (0.050 g) in ethanol (0.3 mL). The reaction was left to stir for 48 hours under 5 bar of hydrogen. The reaction was filtered, washing with ethanol (10 mL) and water (10 mL). The resulting solid was collected by filtration and subsequently washed with water (10 mL) to afford the sub-titled compound (0.3 g).